From a dataset of the Open Reaction Database (ORD), a public repository of structured organic reaction records. describe an organic reaction: reactants, conditions, products, and yield The reactants are FC(C=1C=CC(=C(C(=O)C2=CC=CC=C2)C1)N)(F)F (5-(trifluoromethyl)-2-aminobenzophenone), O.NN (hydrazine hydrate). Run in C(COCCO)O (diethylene glycol). Product: FC(C=1C=CC(=C(C(C2=CC=CC=C2)=NN)C1)N)(F)F (5-(trifluoromethyl)-2-aminobenzophenone hydrazone). Reaction SMILES: [F:1][C:2]([F:19])([F:18])[C:3]1[CH:4]=[CH:5][C:6]([NH2:17])=[C:7]([CH:16]=1)[C:8]([C:10]1[CH:15]=[CH:14][CH:13]=[CH:12][CH:11]=1)=O.O.[NH2:21][NH2:22]>C(O)COCCO>[F:1][C:2]([F:19])([F:18])[C:3]1[CH:4]=[CH:5][C:6]([NH2:17])=[C:7]([CH:16]=1)[C:8](=[N:21][NH2:22])[C:10]1[CH:15]=[CH:14][CH:13]=[CH:12][CH:11]=1 |f:1.2|. Procedure details: In the manner given in Preparation 1, 5-(trifluoromethyl)-2-aminobenzophenone is refluxed with hydrazine hydrate in diethylene glycol to give 5-(trifluoromethyl)-2-aminobenzophenone hydrazone. Starting materials: BrC1=C(N)C(=CC(=C1)C(C(F)(F)F)(F)F)C(F)(F)F (2-bromo-4-(perfluoroethyl)-6-(trifluoromethyl)aniline), [N+](=O)([O-])C=1C=C(C(=O)Cl)C=CC1 (3-nitrobenzoyl chloride), O (water), C(C)(=O)OCC (ethyl acetate). The solvent is N1=CC=CC=C1 (pyridine). Conditions: temperature 100 celsius, time 12 hour. The product is BrC1=C(C(=CC(=C1)C(C(F)(F)F)(F)F)C(F)(F)F)NC(C1=CC(=CC=C1)[N+](=O)[O-])=O (N-(2-bromo-4-(perfluoroethyl)-6-(trifluoromethyl)phenyl)-3-nitrobenzamide). Yield: 5.7%. RXN SMILES: [Br:1][C:2]1[CH:8]=[C:7]([C:9]([F:15])([F:14])[C:10]([F:13])([F:12])[F:11])[CH:6]=[C:5]([C:16]([F:19])([F:18])[F:17])[C:3]=1[NH2:4].[N+:20]([C:23]1[CH:24]=[C:25]([CH:29]=[CH:30][CH:31]=1)[C:26](Cl)=[O:27])([O-:22])=[O:21].O.C(OCC)(=O)C>N1C=CC=CC=1>[Br:1][C:2]1[CH:8]=[C:7]([C:9]([F:14])([F:15])[C:10]([F:13])([F:12])[F:11])[CH:6]=[C:5]([C:16]([F:17])([F:18])[F:19])[C:3]=1[NH:4][C:26](=[O:27])[C:25]1[CH:29]=[CH:30][CH:31]=[C:23]([N+:20]([O-:22])=[O:21])[CH:24]=1. Reported procedure: To a solution of 2.50 g (6.99 mmol) of 2-bromo-4-(perfluoroethyl)-6-(trifluoromethyl)aniline in 20 ml of pyridine was added 2.72 g (14.7 mmol) of 3-nitrobenzoyl chloride, followed by stirring at 100° C. for 12 hours. To the reaction liquid were added water and ethyl acetate, followed by extraction with ethyl acetate. The organic layer was washed with 1 M hydrochloric acid, a saturated aqueous sodium hydrogen carbonate solution, and saturated brine. The organic layer was dried over anhydrous sodi... Isolated yield 85.7%. Product: CC1=C(C(=CC(=C1)C)C)C(O)C1=C(C=CC(=C1)N1C=NC=C1)Cl (α-(2,4,6-trimethylphenyl)-2-chloro-5-(1-imidazolyl) benzenemethanol). Solvent: C(C)O (ethanol), O (water). Reaction conditions: temperature 50 celsius, time 18 hour. As a reaction SMILES: [Cl:1][C:2]1[CH:18]=[CH:17][C:16]([N:19]2[CH:23]=[CH:22][N:21]=[CH:20]2)=[CH:15][C:3]=1[C:4]([C:6]1[C:11]([CH3:12])=[CH:10][C:9]([CH3:13])=[CH:8][C:7]=1[CH3:14])=[O:5].[BH4-].[Na+]>C(O)C.O>[CH3:12][C:11]1[CH:10]=[C:9]([CH3:13])[CH:8]=[C:7]([CH3:14])[C:6]=1[CH:4]([C:3]1[CH:15]=[C:16]([N:19]2[CH:23]=[CH:22][N:21]=[CH:20]2)[CH:17]=[CH:18][C:2]=1[Cl:1])[OH:5] |f:1.2|. The reactants are ClC1=C(C(=O)C2=C(C=C(C=C2C)C)C)C=C(C=C1)N1C=NC=C1 (2-chloro-5-(1-imidazolyl)-2',4',6'-trimethylbenzophenone), [BH4-].[Na+] (sodium borohydride). Reported procedure: To a suspension of 10.9 g of 2-chloro-5-(1-imidazolyl)-2',4',6'-trimethylbenzophenone in 65 ml of ethanol is added a solution of 1.4 g of sodium borohydride in 4 ml of water. The mixture is stirred at 50° C. for 18 hours, and then the reaction mixture is poured into ice-cold water. The crystals precipitated are filtered off and recrystallized from ethanol to give 9.4 g of α-(2,4,6-trimethylphenyl)-2-chloro-5-(1-imidazolyl) benzenemethanol as white crystals, melting at 206°-207° C. Reactants: CN(C)c1ccncc1, O=C(Cl)C1CC1, N#CC1(c2cccc(C(=O)Nc3cc(Oc4ccc5nc(N)sc5n4)c(F)cc3F)c2Cl)CC1, O, c1ccncc1. The product is N#CC1(c2cccc(C(=O)Nc3cc(Oc4ccc5nc(NC(=O)C6CC6)sc5n4)c(F)cc3F)c2Cl)CC1. Reaction SMILES: [CH3:42][N:43]([CH3:44])[c:45]1[cH:46][cH:47][n:48][cH:49][cH:50]1.[CH:35]1([C:38](=[O:39])[Cl:40])[CH2:36][CH2:37]1.[NH2:1][c:2]1[s:3][c:4]2[n:5][c:6]([O:11][c:12]3[c:13]([F:34])[cH:14][c:15]([F:33])[c:16]([NH:18][C:19]([c:20]4[c:21]([Cl:31])[c:22]([C:26]5([C:29]#[N:30])[CH2:27][CH2:28]5)[cH:23][cH:24][cH:25]4)=[O:32])[cH:17]3)[cH:7][cH:8][c:9]2[n:10]1.[OH2:41].[cH:51]1[cH:52][cH:53][n:54][cH:55][cH:56]1>>[NH:1]([c:2]1[s:3][c:4]2[n:5][c:6]([O:11][c:12]3[c:13]([F:34])[cH:14][c:15]([F:33])[c:16]([NH:18][C:19]([c:20]4[c:21]([Cl:31])[c:22]([C:26]5([C:29]#[N:30])[CH2:27][CH2:28]5)[cH:23][cH:24][cH:25]4)=[O:32])[cH:17]3)[cH:7][cH:8][c:9]2[n:10]1)[C:38]([CH:35]1[CH2:36][CH2:37]1)=[O:39]. Reactants: C(C)(=O)C=1C=C2CCCOC2=CC1 (6-acetylchroman), Formula 25, II (iodine). The reagents and catalysts are FC(S(=O)(=O)[O-])(F)F.[Ag+] (silver(I)trifluoromethanesulfonate). Product: C(C)(=O)C=1C=C2CCCOC2=C(C1)I (6-acetyl-8-iodochroman), Formula 26. As a reaction SMILES: [C:1]([C:4]1[CH:5]=[C:6]2[C:11](=[CH:12][CH:13]=1)[O:10][CH2:9][CH2:8][CH2:7]2)(=[O:3])[CH3:2].[I:14]I>FC(F)(F)S([O-])(=O)=O.[Ag+]>[C:1]([C:4]1[CH:5]=[C:6]2[C:11](=[C:12]([I:14])[CH:13]=1)[O:10][CH2:9][CH2:8][CH2:7]2)(=[O:3])[CH3:2] |f:2.3|. Procedure: In accordance with this scheme a 6-bromochroman compound of Formula 2 (see Reaction Scheme 1) is reacted with by tributyl(1-ethoxyvinyl)tin in the presence dichlorobis(triphenylphosphine)palladium(II) under an inert gas (argon) atmosphere in an aprotic neutral solvent, such as tetrahydrofuran (THF), to provide a 6-acetylchroman derivative of Formula 25. The 6-acetylchroman derivative of Formula 25 is then reacted with iodine and silver(I)trifluoromethanesulfonate (AgOTf) to give a 6-acetyl-8-iod...